Dataset: the Open Reaction Database (ORD), a public repository of structured organic reaction records. Task: describe an organic reaction: reactants, conditions, products, and yield The reactants are CN1C(=C(C2=CC=C(C=C12)OC)C(=O)O)C (1,2-dimethyl-6-methoxy1H-indole-3-carboxylic acid), OCCCN (3-hydroxy-propyl amine), C(C(=O)Cl)(=O)Cl (oxalyl chloride), CNC(=O)C1=C(N(C2=CC(=CC=C12)OC)C)C (6-methoxy-1,2-dimethyl-1H-indole-3-carboxylic acid methylamide). Yields the product OCCCNC(=O)C1=C(N(C2=CC(=CC=C12)OC)C)C (6-Methoxy-1,2-dimethyl-1H-indole-3-carboxylic acid (3-hydroxy-propyl)-amide). As a reaction SMILES: [CH3:1][N:2]1[C:10]2[C:5](=[CH:6][CH:7]=[C:8]([O:11][CH3:12])[CH:9]=2)[C:4]([C:13]([OH:15])=O)=[C:3]1[CH3:16].[OH:17][CH2:18][CH2:19][CH2:20][NH2:21].C(Cl)(=O)C(Cl)=O.CNC(C1C2C(=CC(OC)=CC=2)N(C)C=1C)=O>>[OH:17][CH2:18][CH2:19][CH2:20][NH:21][C:13]([C:4]1[C:5]2[C:10](=[CH:9][C:8]([O:11][CH3:12])=[CH:7][CH:6]=2)[N:2]([CH3:1])[C:3]=1[CH3:16])=[O:15]. Reported procedure: This material was prepared by the reaction of 1,2-dimethyl-6-methoxy-1H-indole-3-carboxylic acid 16c with 3-hydroxy-propyl amine and oxalyl chloride in a manner as previously described for 16d. 1H NMR (300 MHz, CD3OD) δ7.52 (1H, d, J=8.6 Hz), 6.73 (1H, d, J=2.1 Hz), 6.68 (1H, dd, J=2.1, 8.6 Hz), 3.69 (2H, t, J=6.1 Hz), 3.79 (3H, s), 3.63 (3H, s), 3.51 (2H, m), 2.57 (3H, s), 1.85 (2H, m). LCMS (ESI+) [M+H]/z Calc'd 291, found 291. Reactants: C(C1=CC=CC=C1)(C1=CC=CC=C1)(C1=CC=CC=C1)NC=1SC=C(N1)C(C(=O)NC1C2CSC(=C(N2C1=O)C(=O)OC(C)(C)C)SCC(=O)OC(C)(C)C)=NOC (1,1-dimethylethyl 7-[2-(2-tritylaminothiazol-4-yl)-2-methoxyimino-acetamido]-3-[[2-(1,1-dimethylethoxy)-2-oxoethyl]-thio]-8-oxo-4-thia-1-azabicyclo[4,2,0]oct-2-ene-2-carboxylate). Solvent: C(=O)O (formic acid). Run at time 2 hour. Yields the product NC=1SC=C(N1)C(C(=O)NC1C2CSC(=C(N2C1=O)C(=O)O)SCC(=O)O)=NOC (racemic 7-[2-(2-aminothiazol-4-yl)-2-methoxyimino-acetamido]-3-(carboxymethylthio)-8-oxo-4-thia-1-azabicyclo[4,2,0]oct-2-ene-2-carboxylic acid). Yield: 46.3%. Reaction SMILES: C([NH:20][C:21]1[S:22][CH:23]=[C:24]([C:26](=[N:55][O:56][CH3:57])[C:27]([NH:29][CH:30]2[C:37](=[O:38])[N:36]3[CH:31]2[CH2:32][S:33][C:34]([S:46][CH2:47][C:48]([O:50]C(C)(C)C)=[O:49])=[C:35]3[C:39]([O:41]C(C)(C)C)=[O:40])=[O:28])[N:25]=1)(C1C=CC=CC=1)(C1C=CC=CC=1)C1C=CC=CC=1>C(O)=O>[NH2:20][C:21]1[S:22][CH:23]=[C:24]([C:26](=[N:55][O:56][CH3:57])[C:27]([NH:29][CH:30]2[C:37](=[O:38])[N:36]3[CH:31]2[CH2:32][S:33][C:34]([S:46][CH2:47][C:48]([OH:50])=[O:49])=[C:35]3[C:39]([OH:41])=[O:40])=[O:28])[N:25]=1. Reported procedure: A solution of 200 mg of the product of Step B in 4 ml of 66% aqueous formic acid was stirred for two hours and a half at 50° C. The cooled solution was filtered and evaporated. The residue was re-dissolved in a mixture of methanol and acetonitrile which was evaporated and the treatment was repeated. The residue was again dissolved in 5 ml of methanol and after carbon black was added, the mixture was stirred for a further 2 hours, then filtered. 30 ml of ether were added dropwise with stirring fo... The reactants are O=C([O-])[O-], [K+], [K+], C1CC2(CCN1)OCCO2, CN(C)C=O, Cc1ccc(S(=O)(=O)OCC(C)c2ccc(C(=O)c3ccccc3)cc2)cc1. Yields the product CC(CN1CCC2(CC1)OCCO2)c1ccc(C(=O)c2ccccc2)cc1. As a reaction SMILES: [C:39](=[O:40])([O-:41])[O-:42].[K+:43].[K+:44].[O:29]1[CH2:30][CH2:31][O:32][C:33]12[CH2:34][CH2:35][NH:36][CH2:37][CH2:38]2.[O:45]=[CH:46][N:47]([CH3:48])[CH3:49].[c:1]1([CH3:2])[cH:3][cH:4][c:5]([S:6]([O:7][CH2:11][CH:12]([CH3:13])[c:14]2[cH:15][cH:16][c:17]([C:20]([c:21]3[cH:22][cH:23][cH:24][cH:25][cH:26]3)=[O:27])[cH:18][cH:19]2)(=[O:8])=[O:9])[cH:10][cH:28]1>>[CH2:11]([CH:12]([CH3:13])[c:14]1[cH:15][cH:16][c:17]([C:20]([c:21]2[cH:22][cH:23][cH:24][cH:25][cH:26]2)=[O:27])[cH:18][cH:19]1)[N:36]1[CH2:35][CH2:34][C:33]2([O:29][CH2:30][CH2:31][O:32]2)[CH2:38][CH2:37]1. The reactants are ClC=1C=C(C=NC1OC=1C=C2C(=NC=NC2=CC1)NC1=NN(C=C1)C)O (5-chloro-6-({4-[(1-methyl-1H-pyrazol-3-yl)amino]quinazolin-6-yl}oxy)pyridin-3-ol), CS(=O)(=O)OC1CN(C1)C(=O)OC(C)(C)C (tert-butyl 3-[(methylsulfonyl)oxy]azetidine-1-carboxylate). Yields the product Cl.N1CC(C1)OC=1C=C(C(=NC1)OC=1C=C2C(=NC=NC2=CC1)NC1=NN(C=C1)C)Cl (6-{[5-(azetidin-3-yloxy)-3-chloropyridin-2-yl]oxy}-N-(1-methyl-1H-pyrazol-3-yl)quinazoline-4-amine hydrochloride). RXN SMILES: [Cl:1][C:2]1[CH:3]=[C:4]([OH:26])[CH:5]=[N:6][C:7]=1[O:8][C:9]1[CH:10]=[C:11]2[C:16](=[CH:17][CH:18]=1)[N:15]=[CH:14][N:13]=[C:12]2[NH:19][C:20]1[CH:24]=[CH:23][N:22]([CH3:25])[N:21]=1.CS(O[CH:32]1[CH2:35][N:34](C(OC(C)(C)C)=O)[CH2:33]1)(=O)=O>>[ClH:1].[NH:34]1[CH2:35][CH:32]([O:26][C:4]2[CH:3]=[C:2]([Cl:1])[C:7]([O:8][C:9]3[CH:10]=[C:11]4[C:16](=[CH:17][CH:18]=3)[N:15]=[CH:14][N:13]=[C:12]4[NH:19][C:20]3[CH:24]=[CH:23][N:22]([CH3:25])[N:21]=3)=[N:6][CH:5]=2)[CH2:33]1 |f:2.3|. Reported procedure: Using 5-chloro-6-({4-[(1-methyl-1H-pyrazol-3-yl)amino]quinazolin-6-yl}oxy)pyridin-3-ol obtained in Example 22 and tert-butyl 3-[(methylsulfonyl)oxy]azetidine-1-carboxylate, and in the same manner as in Example 6-4) and 6-5) and Example 10-2), or according to a method similar to it or according to a combination thereof with an ordinary method, the entitled compound (86 mg) was obtained as a pale yellow solid. Starting materials: CC1CCNCC1 (4-methylpiperidine), Cl (hydrochloric acid), C=O (formaldehyde), C(C)(=O)[O-].[Na+] (sodium acetate), CN1C(=CC2=CC=CC=C12)COC1=CC=C(C=C1)Cl (1-methyl-2-(4-chlorophenoxymethyl)-1H-indole). The solvent is C(C)(=O)OCC (ethyl acetate). Product: CN1C(=C(C2=CC=CC=C12)CN1CCC(CC1)C)COC1=CC=C(C=C1)Cl (1-methyl-2-(4-chlorophenoxymethyl)-3-(4-methylpiperidin-1-yl)methyl-1H-indole). RXN SMILES: [CH3:1][CH:2]1[CH2:7][CH2:6][NH:5][CH2:4][CH2:3]1.Cl.C=O.[C:11]([O-])(=O)C.[Na+].[CH3:16][N:17]1[C:25]2[C:20](=[CH:21][CH:22]=[CH:23][CH:24]=2)[CH:19]=[C:18]1[CH2:26][O:27][C:28]1[CH:33]=[CH:32][C:31]([Cl:34])=[CH:30][CH:29]=1>C(OCC)(=O)C>[CH3:16][N:17]1[C:25]2[C:20](=[CH:21][CH:22]=[CH:23][CH:24]=2)[C:19]([CH2:11][N:5]2[CH2:6][CH2:7][CH:2]([CH3:1])[CH2:3][CH2:4]2)=[C:18]1[CH2:26][O:27][C:28]1[CH:29]=[CH:30][C:31]([Cl:34])=[CH:32][CH:33]=1 |f:3.4|. Reported procedure: Under a nitrogen atmosphere 4-methylpiperidine (0.109 ml, 0.09 g, 0.92 mmol), dissolved in 2.0 ml of ethyl acetate, was added to a round bottom flask which was then placed in an ice bath. Concentrated hydrochloric acid (0.084 ml) was then added and the reaction mixture was removed from the ice bath. To the reaction mixture were added formaldehyde (0.304 g, 1.01 mmol), sodium acetate (0.113 g, 1.38 mmol), and 1-methyl-2-(4-chlorophenoxymethyl)-1H-indole (0.250 g, 0.92 mmol). The resulting mixture... Reactants: O=Cc1ccc(Br)cc1, [BH3-]C#N, CCC(NCCN(C)C)c1nc2scnc2c(=O)n1Cc1ccccc1, CO, CC(=O)O, [Na+], C1CCOC1. Product: CCC(c1nc2scnc2c(=O)n1Cc1ccccc1)N(CCN(C)C)Cc1ccc(Br)cc1. RXN SMILES: [Br:27][c:28]1[cH:29][cH:30][c:31]([CH:32]=[O:33])[cH:34][cH:35]1.[C:36]([BH3-:37])#[N:38].[CH2:1]([c:2]1[cH:3][cH:4][cH:5][cH:6][cH:7]1)[n:8]1[c:9]([CH:18]([CH2:19][CH3:20])[NH:21][CH2:22][CH2:23][N:24]([CH3:25])[CH3:26])[n:10][c:11]2[c:12]([c:13]1=[O:14])[n:15][cH:16][s:17]2.[CH3:45][OH:46].[CH3:47][C:48](=[O:49])[OH:50].[Na+:39].[O:40]1[CH2:41][CH2:42][CH2:43][CH2:44]1>>[CH2:1]([c:2]1[cH:3][cH:4][cH:5][cH:6][cH:7]1)[n:8]1[c:9]([CH:18]([CH2:19][CH3:20])[N:21]([CH2:22][CH2:23][N:24]([CH3:25])[CH3:26])[CH2:32][c:31]2[cH:30][cH:29][c:28]([Br:27])[cH:35][cH:34]2)[n:10][c:11]2[c:12]([c:13]1=[O:14])[n:15][cH:16][s:17]2. The product is N1=CC(=CC=C1)C1=NO[C@@H]2[C@H]1CN(C2)C2=C(C=C1C(C(=CN(C1=C2OC)C2CC2)C(=O)O)=O)F (7-[cis-3-(3-Pyridyl)-3a,4,6,6a-tetrahydropyrrolo[3,4-d]isoxazol-5-yl]-1-cyclopropyl-8-methoxy-6-fluoro-4-oxo-1,4-dihydroquinoline-3-carboxylic acid). As a reaction SMILES: N1C=CC=CC=1[C:7]1[C@@H:11]2[CH2:12][N:13]([C:15]3[C:24]([O:25][CH3:26])=[C:23]4[C:18]([C:19](=[O:33])[C:20]([C:30]([OH:32])=[O:31])=[CH:21][N:22]4[CH:27]4[CH2:29][CH2:28]4)=[CH:17][C:16]=3[F:34])[CH2:14][C@@H:10]2[O:9][N:8]=1.ON=C(Cl)[C:38]1[CH:39]=[N:40][CH:41]=[CH:42][CH:43]=1>>[N:40]1[CH:41]=[CH:42][CH:43]=[C:38]([C:7]2[C@@H:11]3[CH2:12][N:13]([C:15]4[C:24]([O:25][CH3:26])=[C:23]5[C:18]([C:19](=[O:33])[C:20]([C:30]([OH:32])=[O:31])=[CH:21][N:22]5[CH:27]5[CH2:29][CH2:28]5)=[CH:17][C:16]=4[F:34])[CH2:14][C@@H:10]3[O:9][N:8]=2)[CH:39]=1. The reactants are N1=C(C=CC=C1)C1=NO[C@@H]2[C@H]1CN(C2)C2=C(C=C1C(C(=CN(C1=C2OC)C2CC2)C(=O)O)=O)F (7-[cis-3-(2-pyridyl)-3a,4,6,6a-tetrahydropyrrolo[3,4-d]isoxazol-5-yl]-1-cyclopropyl-8-methoxy-6-fluoro-4-oxo-1,4-dihydroquinoline-3-carboxylic acid), ON=C(C=1C=NC=CC1)Cl (N-Hydroxy-3-pyridinecarboximidoyl chloride). Procedure details: The title compound was prepared in an analogous manner to acid 122, but using chloro oxime 2f. Acid 123 was isolated.